This data is from the Open Reaction Database (ORD), a public repository of structured organic reaction records. The task is: describe an organic reaction: reactants, conditions, products, and yield Starting materials: [BH3-]C#N, COC(=O)c1ccc(COc2cc(C)ccc2N)cc1, CO, CCOC(C)=O. Yields the product CNc1ccc(C)cc1OCc1ccc(C(=O)OC)cc1. Reaction SMILES: [C:21]([BH3-:22])#[N:23].[CH3:1][O:2][C:3](=[O:4])[c:5]1[cH:6][cH:7][c:8]([CH2:11][O:12][c:13]2[c:14]([NH2:15])[cH:16][cH:17][c:18]([CH3:20])[cH:19]2)[cH:9][cH:10]1.[CH3:24][OH:25].[CH3:26][CH2:27][O:28][C:29](=[O:30])[CH3:31]>>[CH3:1][O:2][C:3](=[O:4])[c:5]1[cH:6][cH:7][c:8]([CH2:11][O:12][c:13]2[c:14]([NH:15][CH3:21])[cH:16][cH:17][c:18]([CH3:20])[cH:19]2)[cH:9][cH:10]1. The reactants are [N+](=O)([O-])C1=CC2=C(NC(S2)=O)C=C1 (6-nitro-2-benzothiazolinone), N12CCCCCC2=NCCC1 (1,8-diazabicyclo[5.4.0]undec-7-ene), ICC (iodoethane). Solvent: O (water), CN(C=O)C (N,N-dimethylformamide). Conditions: time 21 hour. The product is [N+](=O)([O-])C1=CC2=C(N(C(S2)=O)CC)C=C1 (6-nitro-3-ethyl-2(3H)-benzothiazolone). As a reaction SMILES: [N+:1]([C:4]1[CH:13]=[CH:12][C:7]2[NH:8][C:9](=[O:11])[S:10][C:6]=2[CH:5]=1)([O-:3])=[O:2].N12CCCN=C1CCC[CH2:16][CH2:15]2.ICC>CN(C)C=O.O>[N+:1]([C:4]1[CH:13]=[CH:12][C:7]2[N:8]([CH2:15][CH3:16])[C:9](=[O:11])[S:10][C:6]=2[CH:5]=1)([O-:3])=[O:2]. Procedure details: A solution of 6-nitro-2-benzothiazolinone (2.5 g, 12.7 mmol) in anhydrous N,N-dimethylformamide (25 mL) under N2 is treated with 1,8-diazabicyclo[5.4.0]undec-7-ene (2.48 mL, 16.6 mmol) dropwise followed by iodoethane (1.22 mL, 15.3 mmol). Following a slight exotherm, the reaction mixture is stirred at ambient temperature for 21 h, diluted with water (20 mL) and filtered to give the title compound, mp 200–203° C.